From a dataset of the Open Reaction Database (ORD), a public repository of structured organic reaction records. describe an organic reaction: reactants, conditions, products, and yield Reactants: BrC=1SC(=C(N1)Br)C=O (2,4-dibromo-1,3-thiazole-5-carbaldehyde), [BH4-].[Na+] (sodium borohydride), O (Water). Solvent: CO (methanol). Run at time 3 hour. The product is BrC=1SC(=C(N1)Br)CO ((2,4-dibromo-1,3-thiazol-5-yl)methanol). Isolated yield 78.6%. Reaction SMILES: [Br:1][C:2]1[S:3][C:4]([CH:8]=[O:9])=[C:5]([Br:7])[N:6]=1.[BH4-].[Na+].O>CO>[Br:1][C:2]1[S:3][C:4]([CH2:8][OH:9])=[C:5]([Br:7])[N:6]=1 |f:1.2|. Procedure: To a 0° C. solution of 2,4-dibromo-1,3-thiazole-5-carbaldehyde (3.38 g, 12.3 mmol) in anhydrous methanol (130 mL) was added sodium borohydride (600 mg, 15.9 mmol). The reaction mixture was stirred at room temperature for 3 hours. Water (100 mL) was added, and the mixture was evaporated. The resultant residue was extracted with EtOAc (3×100 mL). The organic extracts were combined, washed with brine (2×100 mL), dried over MgSO4, filtered, evaporated, and dried in vacuo, affording (2,4-dibromo-1,3-... Starting materials: CCO, COC(=O)c1cc(I)ccc1OC, [Na+], [Na+], O=C([O-])[O-], O, OB(O)c1ccccc1, Cc1ccccc1. The product is COC(=O)c1cc(-c2ccccc2)ccc1OC. As a reaction SMILES: [CH2:30]([OH:31])[CH3:32].[CH3:1][O:2][c:3]1[c:4]([C:5](=[O:6])[O:7][CH3:8])[cH:9][c:10]([I:13])[cH:11][cH:12]1.[Na+:23].[Na+:24].[O-:25][C:26](=[O:27])[O-:28].[OH2:29].[OH:14][B:15]([OH:16])[c:17]1[cH:18][cH:19][cH:20][cH:21][cH:22]1.[c:33]1([CH3:34])[cH:35][cH:36][cH:37][cH:38][cH:39]1>>[CH3:1][O:2][c:3]1[c:4]([C:5](=[O:6])[O:7][CH3:8])[cH:9][c:10](-[c:17]2[cH:18][cH:19][cH:20][cH:21][cH:22]2)[cH:11][cH:12]1. Starting materials: NC=1C=C(C(CN(C(CC2=CC=C(C=C2)O)C)CC2=CC=CC=C2)O)C=CC1OCC1=CC=CC=C1 (3-amino-4-benzyloxy-α-[N-benzyl-N-(1-methyl-2-p-hydroxyphenylethyl)-aminomethyl]benzyl alcohol), solution, C([O-])([O-])=O.[Na+].[Na+] (sodium carbonate), C(C1=CC=CC=C1)OCC(=O)Cl (benzyloxyacetyl chloride), [OH-].[Na+] (sodium hydroxide), resultant mixture, Cl (hydrochloric acid). Solvent: C1(=CC=CC=C1)C (toluene), C(C)O (ethanol), O (water), N1=CC=CC=C1 (pyridine). The product is C(C1=CC=CC=C1)OCC(=O)NC=1C=C(C(CN(C(CC2=CC=C(C=C2)O)C)CC2=CC=CC=C2)O)C=CC1OCC1=CC=CC=C1 (3-benzyloxyacetylamino-4-benzyloxy-α-[N-benzyl-N-(1-methyl-2-p-hydroxyphenylethyl)aminomethyl]benzyl alcohol). As a reaction SMILES: [NH2:1][C:2]1[CH:3]=[C:4]([CH:26]=[CH:27][C:28]=1[O:29][CH2:30][C:31]1[CH:36]=[CH:35][CH:34]=[CH:33][CH:32]=1)[CH:5]([OH:25])[CH2:6][N:7]([CH2:18][C:19]1[CH:24]=[CH:23][CH:22]=[CH:21][CH:20]=1)[CH:8]([CH3:17])[CH2:9][C:10]1[CH:15]=[CH:14][C:13]([OH:16])=[CH:12][CH:11]=1.[CH2:37]([O:44][CH2:45][C:46](Cl)=[O:47])[C:38]1[CH:43]=[CH:42][CH:41]=[CH:40][CH:39]=1.[OH-].[Na+].Cl.C(=O)([O-])[O-].[Na+].[Na+]>O.C(O)C.C1(C)C=CC=CC=1.N1C=CC=CC=1>[CH2:37]([O:44][CH2:45][C:46]([NH:1][C:2]1[CH:3]=[C:4]([CH:26]=[CH:27][C:28]=1[O:29][CH2:30][C:31]1[CH:32]=[CH:33][CH:34]=[CH:35][CH:36]=1)[CH:5]([OH:25])[CH2:6][N:7]([CH2:18][C:19]1[CH:24]=[CH:23][CH:22]=[CH:21][CH:20]=1)[CH:8]([CH3:17])[CH2:9][C:10]1[CH:11]=[CH:12][C:13]([OH:16])=[CH:14][CH:15]=1)=[O:47])[C:38]1[CH:43]=[CH:42][CH:41]=[CH:40][CH:39]=1 |f:2.3,5.6.7|. Reported procedure: In 20 ml. of anhydrous pyridine there was dissolved 2 g. of 3-amino-4-benzyloxy-α-[N-benzyl-N-(1-methyl-2-p-hydroxyphenylethyl)-aminomethyl]benzyl alcohol (prepared in the aforesaid Reference Example 7-a) and the solution was cooled to temperatures from -20° to -30° C. A solution of 2.28 g. of benzyloxyacetyl chloride in 5 ml. of toluene was added dropwise to the solution thus cooled and while stirring the mixture, the temperature of the mixture was elevated slowly to room temperature. After sti... Reactants: ClC=1C(=C(C=CC1)C)Cl (dichlorotoluene), OO (hydrogen peroxide), [Br-].[Na+] (sodium bromide), ClC=1C(=C(C=CC1)C)Cl (dichlorotoluene), C(C)(=O)O (acetic acid). The reagents and catalysts are O.O.O.O.C(C)(=O)[O-].[Co+2].C(C)(=O)[O-] (cobalt (II) acetate tetrahydrate). Reaction conditions: time 3 hour. The product is ClC=1C(=C(C=O)C=CC1)Cl (dichlorobenzaldehyde), ClC=1C(=C(C(=O)O)C=CC1)Cl (dichlorobenzoic acid). The yield is 23.8%. RXN SMILES: [Br-].[Na+].[Cl:3][C:4]1[C:5]([Cl:11])=[C:6]([CH3:10])[CH:7]=[CH:8][CH:9]=1.OO.[C:14]([OH:17])(=[O:16])[CH3:15]>O.O.O.O.C([O-])(=O)C.[Co+2].C([O-])(=O)C>[Cl:3][C:4]1[C:5]([Cl:11])=[C:6]([CH:7]=[CH:8][CH:9]=1)[CH:10]=[O:16].[Cl:3][C:4]1[C:5]([Cl:11])=[C:15]([CH:7]=[CH:8][CH:9]=1)[C:14]([OH:17])=[O:16] |f:0.1,5.6.7.8.9.10.11|. Procedure details: The procedure of Example I was repeated, but this time cobalt (II) acetate tetrahydrate (0.012 moles), sodium bromide (0.05 moles), dichlorotoluene (0.074 moles), acetic acid (100 g) and hydrogen peroxide (70%, 0.68 moles) were used and the reaction was performed at 90° C. for three hours. The final reaction mixture, analysed by HPLC, revealed that 66.0% of the dichlorotoluene had been consumed, yielding products including dichlorobenzaldehyde (15.2% yield) and dichlorobenzoic acid (23.8% yield)... Starting materials: C(C)(=O)OCC (ethyl acetate), C1NCCCC2=C1C=CC(=C2)OC2=NC=C(C(=O)N)C=C2 (6-(2,3,4,5-tetrahydro-1H-benzo[c]azepin-7-yloxy)nicotinamide), C(=O)([O-])[O-].[K+].[K+] (K2CO3), BrCCCCC (1-bromopentane). Run in CN(C)C=O (DMF). Conditions: temperature 100 celsius. The product is C(CCCC)N1CC2=C(CCC1)C=C(C=C2)OC2=NC=C(C(=O)N)C=C2 (6-(2-Pentyl-2,3,4,5-tetrahydro-1H-benzo[c]azepin-7-yloxy)nicotinamide). RXN SMILES: [CH2:1]1[C:7]2[CH:8]=[CH:9][C:10]([O:12][C:13]3[CH:21]=[CH:20][C:16]([C:17]([NH2:19])=[O:18])=[CH:15][N:14]=3)=[CH:11][C:6]=2[CH2:5][CH2:4][CH2:3][NH:2]1.C([O-])([O-])=O.[K+].[K+].Br[CH2:29][CH2:30][CH2:31][CH2:32][CH3:33].C(OCC)(=O)C>CN(C=O)C>[CH2:29]([N:2]1[CH2:3][CH2:4][CH2:5][C:6]2[CH:11]=[C:10]([O:12][C:13]3[CH:21]=[CH:20][C:16]([C:17]([NH2:19])=[O:18])=[CH:15][N:14]=3)[CH:9]=[CH:8][C:7]=2[CH2:1]1)[CH2:30][CH2:31][CH2:32][CH3:33] |f:1.2.3|. Procedure details: Mix 6-(2,3,4,5-tetrahydro-1H-benzo[c]azepin-7-yloxy)nicotinamide (Example 447, Part E, 0.300 g, 1.06 mmol), K2CO3 (0.366 g, 2.65 mmol), and 1-bromopentane (0.176 g, 1.16 mmol) in DMF (5.3 mL). Beat at 70° C. overnight and then increase the temperature to 100° C. for additional two hours. Cool the reaction mixture to room temperature and add ethyl acetate (150 mL). Wash with 1.0 N NaOH (1×50 mL), brine (1×50 mL), dry the organic layer over Na2SO4, filter and concentrate. Purify by flash chromatog... Reactants: OC(CN1CC=C(CC1)C=1SCC(NN1)=O)C1=CC=C(C=C1)OC (2-[1-[2-Hydroxy-2-(4-methoxyphenyl)ethyl]-1,2,5,6-tetrahydropyrid-4-yl]-4H,6H-1,3,4-thiadiazin-5-one), CO (methanol), ice water, [OH-].[Na+] (sodium hydroxide), S(O)(O)(=O)=O (sulfuric acid). Product: COC(CN1CC=C(CC1)C=1SCC(NN1)=O)C1=CC=C(C=C1)OC (2-[1-[2-Methoxy-2-(4-methoxyphenyl)ethyl]-1,2,5,6-tetrahydropyrid-4-yl]-4H,6H-1,3,4-thiadiazin-5-one). RXN SMILES: [OH:1][CH:2]([C:17]1[CH:22]=[CH:21][C:20]([O:23][CH3:24])=[CH:19][CH:18]=1)[CH2:3][N:4]1[CH2:9][CH2:8][C:7]([C:10]2[S:11][CH2:12][C:13](=[O:16])[NH:14][N:15]=2)=[CH:6][CH2:5]1.S(=O)(=O)(O)O.[OH-].[Na+].[CH3:32]O>>[CH3:32][O:1][CH:2]([C:17]1[CH:18]=[CH:19][C:20]([O:23][CH3:24])=[CH:21][CH:22]=1)[CH2:3][N:4]1[CH2:9][CH2:8][C:7]([C:10]2[S:11][CH2:12][C:13](=[O:16])[NH:14][N:15]=2)=[CH:6][CH2:5]1 |f:2.3|. Procedure: 2-[1-[2-Hydroxy-2-(4-methoxyphenyl)ethyl]-1,2,5,6-tetrahydropyrid-4-yl]-4H,6H-1,3,4-thiadiazin-5-one (150 mg, 0.43 mmol) was dissolved in methanol (5 ml), added with concentrated sulfuric acid (0.8 ml, 15 mmol) and refluxed with heating for four hours. The solution was poured into ice water and neutralized with 2N aqueous sodium hydroxide. The precipitated colorless crystals are filtered out and recrystallized from 60% aqueous ethanol solution to obtain the compound (110 mg) as light yellow fine... Starting materials: CC1(C(C1C=C(C(=O)OC)OC(C)(C)C)C(=O)[O-])C (2,2-dimethyl-3-[2-tert.-butoxy-2-methoxy carbonyl-ethenyl]cyclopropane-carboxylate), CO (methanol), CC(=O)C (acetone), Cl (hydrochloric acid). Solvent: O (water). Conditions: temperature 20 celsius, time 6 hour. The product is CC1(C(C1C=C(C(=O)OC)OC(C)(C)C)C(=O)O)C (2,2-dimethyl-3-[2-tert.-butoxy-2-methoxy carbonyl-ethenyl]cyclopropane-carboxylic acid). Reaction SMILES: [CH3:1][C:2]1([CH3:19])[CH:4]([CH:5]=[C:6]([O:11][C:12]([CH3:15])([CH3:14])[CH3:13])[C:7]([O:9][CH3:10])=[O:8])[CH:3]1[C:16]([O-:18])=[O:17].CO.CC(C)=O.Cl>O>[CH3:1][C:2]1([CH3:19])[CH:4]([CH:5]=[C:6]([O:11][C:12]([CH3:13])([CH3:14])[CH3:15])[C:7]([O:9][CH3:10])=[O:8])[CH:3]1[C:16]([OH:18])=[O:17]. Reported procedure: A mixture of 410 mg of methoxymethyl (1R,trans,ΔE) 2,2-dimethyl-3-[2-tert.-butoxy-2-methoxy carbonyl-ethenyl]cyclopropane-carboxylate, 8 ml of methanol, 8 ml of acetone and 16 ml of aqueous N hydrochloric acid was stirred at 20° C. for 6 hours and was poured into water. The mixture was extracted with ether and the organic phase was evaporated to dryness under reduced pressure to obtain 300 mg of (1R,trans,ΔE) 2,2-dimethyl-3-[2-tert.-butoxy-2-methoxy carbonyl-ethenyl]cyclopropane-carboxylic acid.